Dataset: the Open Reaction Database (ORD), a public repository of structured organic reaction records. Task: describe an organic reaction: reactants, conditions, products, and yield Reactants: Fc1ccc(Br)cn1, CCCC[Sn](CCCC)(CCCC)c1cc(C)no1, CN(C)C=O, O=C(C=Cc1ccccc1)C=Cc1ccccc1, O=C(C=Cc1ccccc1)C=Cc1ccccc1, O=C(C=Cc1ccccc1)C=Cc1ccccc1, [Pd], [Pd]. Product: Cc1cc(-c2ccc(F)nc2)on1. As a reaction SMILES: [Br:1][c:2]1[cH:3][cH:4][c:5]([F:8])[n:6][cH:7]1.[CH3:9][c:10]1[n:11][o:12][c:13]([Sn:15]([CH2:16][CH2:17][CH2:18][CH3:19])([CH2:20][CH2:21][CH2:22][CH3:23])[CH2:24][CH2:25][CH2:26][CH3:27])[cH:14]1.[O:28]=[CH:29][N:30]([CH3:31])[CH3:32].[O:35]=[C:36]([CH:37]=[CH:38][c:39]1[cH:40][cH:41][cH:42][cH:43][cH:44]1)[CH:45]=[CH:46][c:47]1[cH:48][cH:49][cH:50][cH:51][cH:52]1.[O:53]=[C:54]([CH:55]=[CH:56][c:57]1[cH:58][cH:59][cH:60][cH:61][cH:62]1)[CH:63]=[CH:64][c:65]1[cH:66][cH:67][cH:68][cH:69][cH:70]1.[O:71]=[C:72]([CH:73]=[CH:74][c:75]1[cH:76][cH:77][cH:78][cH:79][cH:80]1)[CH:81]=[CH:82][c:83]1[cH:84][cH:85][cH:86][cH:87][cH:88]1.[Pd:33].[Pd:34]>>[c:2]1(-[c:13]2[o:12][n:11][c:10]([CH3:9])[cH:14]2)[cH:3][cH:4][c:5]([F:8])[n:6][cH:7]1. Starting materials: Cl (HCl), CCOCC (ether), CC(C)(S(=O)NC1(CN(C1)C(=O)OC(C)(C)C)C1=NC=CC=N1)C (tert-Butyl 3-(1,1-dimethylethylsulfinamido)-3-(pyrimidin-2-yl)azetidine-1-carboxylate). Solvent: CO (MeOH). Reaction conditions: temperature 0 celsius, time 15 minute. Yields the product Cl.NC1(CN(C1)C(=O)OC(C)(C)C)C1=NC=CC=N1 (tert-butyl 3-amino-3-(pyrimidin-2-yl)azetidine-1-carboxylate hydrochloride). Isolated yield 87.0%. As a reaction SMILES: CC(C)(S([NH:6][C:7]1([C:18]2[N:23]=[CH:22][CH:21]=[CH:20][N:19]=2)[CH2:10][N:9]([C:11]([O:13][C:14]([CH3:17])([CH3:16])[CH3:15])=[O:12])[CH2:8]1)=O)C.[ClH:25].CCOCC>CO>[ClH:25].[NH2:6][C:7]1([C:18]2[N:19]=[CH:20][CH:21]=[CH:22][N:23]=2)[CH2:8][N:9]([C:11]([O:13][C:14]([CH3:17])([CH3:16])[CH3:15])=[O:12])[CH2:10]1 |f:4.5|. Procedure details: tert-Butyl 3-(1,1-dimethylethylsulfinamido)-3-(pyrimidin-2-yl)azetidine-1-carboxylate (40 mg, 0.113 mmol) in MeOH (0.5 ml) in a 10 ml round-bottomed flask was cooled to 0° C. A solution of HCl in ether (0.141 ml, 0.564 mmol, 4 N) was added. The mixture was then stirred at 0° C. for 15 min and then concentrated at room temperature. The residue was triturated with hexane and diethyl ether. The resulting solid was allowed to settle and supernatant liquid was decanted. The solid obtained was dried u... Reactants: Cc1cc(CNC(=O)OC(C)(C)C)cc(Cl)c1NS(C)(=O)=O, ClCCl, O=C(O)C(F)(F)F. Product: Cc1cc(CN)cc(Cl)c1NS(C)(=O)=O. RXN SMILES: [C:1]([O:2][C:3](=[O:4])[NH:7][CH2:8][c:9]1[cH:10][c:11]([Cl:21])[c:12]([NH:16][S:17](=[O:18])(=[O:19])[CH3:20])[c:13]([CH3:15])[cH:14]1)([CH3:5])([CH3:6])[CH3:22].[CH2:30]([Cl:31])[Cl:32].[F:23][C:24]([F:25])([F:26])[C:27]([OH:28])=[O:29]>>[NH2:7][CH2:8][c:9]1[cH:10][c:11]([Cl:21])[c:12]([NH:16][S:17](=[O:18])(=[O:19])[CH3:20])[c:13]([CH3:15])[cH:14]1. Starting materials: N1(C=NC=C1)CCCCCC1=CC=C(S1)C(CCC(=O)O)=O (4-{5-[5-(1-imidazolyl)-pentyl]-thien-2-yl}-4-oxo-butyric acid), O.NN (hydrazine hydrate). Yields the product N1(C=NC=C1)CCCCCC1=CC=C(S1)C=1CCC(NN1)=O (6-{5-[5-(1-Imidazolyl)-pentyl]-thien-2-yl}-3-oxo-2,3,4,5-tetrahydro-pyridazine). Run in O (water). As a reaction SMILES: [N:1]1([CH2:6][CH2:7][CH2:8][CH2:9][CH2:10][C:11]2[S:15][C:14]([C:16](=O)[CH2:17][CH2:18][C:19]([OH:21])=O)=[CH:13][CH:12]=2)[CH:5]=[CH:4][N:3]=[CH:2]1.O.[NH2:24][NH2:25]>O>[N:1]1([CH2:6][CH2:7][CH2:8][CH2:9][CH2:10][C:11]2[S:15][C:14]([C:16]3[CH2:17][CH2:18][C:19](=[O:21])[NH:24][N:25]=3)=[CH:13][CH:12]=2)[CH:5]=[CH:4][N:3]=[CH:2]1 |f:1.2|. Procedure: 3.2 g of 4-{5-[5-(1-imidazolyl)-pentyl]-thien-2-yl}-4-oxo-butyric acid are suspended in 10 ml of water, 0.52 g of hydrazine hydrate are added and the mixture is stirred at 90° C. for 2 hours. After the mixture has been cooled, the precipitate formed is filtered off with suction, washed with water and dried. Conditions: temperature 90 celsius, time 2 hour. Starting materials: O=Cc1cccc(Br)c1, CCOC(=O)c1ccc(N)cc1, CCO. Yields the product CCOC(=O)c1ccc(N=Cc2cccc(Br)c2)cc1. RXN SMILES: [Br:13][c:14]1[cH:15][c:16]([CH:17]=[O:18])[cH:19][cH:20][cH:21]1.[CH2:1]([CH3:2])[O:3][C:4]([c:5]1[cH:6][cH:7][c:8]([NH2:11])[cH:9][cH:10]1)=[O:12].[CH3:22][CH2:23][OH:24]>>[CH2:1]([CH3:2])[O:3][C:4]([c:5]1[cH:6][cH:7][c:8]([N:11]=[CH:17][c:16]2[cH:15][c:14]([Br:13])[cH:21][cH:20][cH:19]2)[cH:9][cH:10]1)=[O:12].